Dataset: the Open Reaction Database (ORD), a public repository of structured organic reaction records. Task: describe an organic reaction: reactants, conditions, products, and yield Starting materials: C1(=CC=CC=C1)N1C(CCCC1C1=CC(=C(C=C1)Cl)Cl)=O (1-phenyl-6-(3,4-dichlorophenyl)-2-piperidone), [N+](=O)(O)[O-] (nitric acid), [OH-].[Na+] (sodium hydroxide). Run in C(C)(=O)OC(C)=O (acetic anhydride). Conditions: time 3 hour. The product is [N+](=O)([O-])C1=CC=C(C=C1)N1C(CCCC1C1=CC(=C(C=C1)Cl)Cl)=O (1-(4-nitrophenyl)-6-(3,4-dichlorophenyl)-2-piperidone). As a reaction SMILES: [C:1]1([N:7]2[CH:12]([C:13]3[CH:18]=[CH:17][C:16]([Cl:19])=[C:15]([Cl:20])[CH:14]=3)[CH2:11][CH2:10][CH2:9][C:8]2=[O:21])[CH:6]=[CH:5][CH:4]=[CH:3][CH:2]=1.[N+:22]([O-])([OH:24])=[O:23].[OH-].[Na+]>C(OC(=O)C)(=O)C>[N+:22]([C:4]1[CH:3]=[CH:2][C:1]([N:7]2[CH:12]([C:13]3[CH:18]=[CH:17][C:16]([Cl:19])=[C:15]([Cl:20])[CH:14]=3)[CH2:11][CH2:10][CH2:9][C:8]2=[O:21])=[CH:6][CH:5]=1)([O-:24])=[O:23] |f:2.3|. Procedure details: To a solution of 1.0 g of 1-phenyl-6-(3,4-dichlorophenyl)-2-piperidone in 0.5 ml of acetic anhydride was added 1 ml of fuming nitric acid at 0° to 10° C., and the mixture was stirred for 3 hours. The mixture was made alkaline under cooling with an aqueous 10% sodium hydroxide solution and extracted with toluene. After washing with water and drying, the solvent was evaporated. The residue was purified by silica gel column chromatography (solvent; acetone:n-hexane=1:1) to give 0.35 g of 1-(4-nitro... Starting materials: BrCC(=O)Br (2-bromoacetyl bromide), C1(=CC=CC2=CC=CC=C12)CN (1-naphtalenemethylamine), COC=1C=C(CC2NCCOC3=C2C=C(C(=C3)OC)OC)C=CC1OC (5-(3,4-dimethoxy-benzyl)-7,8-dimethoxy-2,3,4,5-tetrahydro-benzo[f][1,4]oxazepine). The product is COC=1C=C(CC2N(CCOC3=C2C=C(C(=C3)OC)OC)CC(=O)NCC3=CC=CC2=CC=CC=C32)C=CC1OC (2-[5-(3,4-Dimethoxy-benzyl)-7,8-dimethoxy-2,3-dihydro-5H-benzo[f][1,4]oxazepin-4-yl]-N-naphthalen-1-ylmethyl-acetamide). Reaction SMILES: Br[CH2:2][C:3](Br)=[O:4].[C:6]1([CH2:16][NH2:17])[C:15]2[C:10](=[CH:11][CH:12]=[CH:13][CH:14]=2)[CH:9]=[CH:8][CH:7]=1.[CH3:18][O:19][C:20]1[CH:21]=[C:22]([CH:39]=[CH:40][C:41]=1[O:42][CH3:43])[CH2:23][CH:24]1[C:30]2[CH:31]=[C:32]([O:37][CH3:38])[C:33]([O:35][CH3:36])=[CH:34][C:29]=2[O:28][CH2:27][CH2:26][NH:25]1>>[CH3:18][O:19][C:20]1[CH:21]=[C:22]([CH:39]=[CH:40][C:41]=1[O:42][CH3:43])[CH2:23][CH:24]1[C:30]2[CH:31]=[C:32]([O:37][CH3:38])[C:33]([O:35][CH3:36])=[CH:34][C:29]=2[O:28][CH2:27][CH2:26][N:25]1[CH2:2][C:3]([NH:17][CH2:16][C:6]1[C:15]2[C:10](=[CH:11][CH:12]=[CH:13][CH:14]=2)[CH:9]=[CH:8][CH:7]=1)=[O:4]. Procedure details: prepared by reaction of 2-bromoacetyl bromide with 1-naphtalenemethylamine and 5-(3,4-dimethoxy-benzyl)-7,8-dimethoxy-2,3,4,5-tetrahydro-benzo[f][1,4]oxazepine.